From a dataset of the Open Reaction Database (ORD), a public repository of structured organic reaction records. describe an organic reaction: reactants, conditions, products, and yield The reactants are Cl, O=c1ccn(C2OC(CO)C(O)C2F)c(=O)[nH]1, [K+], [K+], [K+], [K+], [N-]=[N+]=[N-], Nc1nc(NC2CC2)c2nc[nH]c2n1, O=P([O-])([O-])[O-]. Product: Nc1nc(NC2CC2)c2ncn(C3OC(CO)C(O)C3F)c2n1. Reaction SMILES: [ClH:1].[F:16][CH:17]1[CH:18]([n:25]2[cH:26][cH:27][c:28](=[O:29])[nH:30][c:31]2=[O:32])[O:19][CH:20]([CH2:23][OH:24])[CH:21]1[OH:22].[K+:36].[K+:42].[K+:43].[K+:44].[N-:33]=[N+:34]=[N-:35].[NH2:2][c:3]1[n:4][c:5]([NH:12][CH:13]2[CH2:14][CH2:15]2)[c:6]2[n:7][cH:8][nH:9][c:10]2[n:11]1.[P:37]([O-:38])([O-:39])([O-:40])=[O:41]>>[NH2:2][c:3]1[n:4][c:5]([NH:12][CH:13]2[CH2:14][CH2:15]2)[c:6]2[n:7][cH:8][n:9]([CH:18]3[CH:17]([F:16])[CH:21]([OH:22])[CH:20]([CH2:23][OH:24])[O:19]3)[c:10]2[n:11]1. Reactants: C(CCC(=O)O)CC(C(=O)O)N (DL-2-aminopimelic acid), O1CCCC1 (tetrahydrofuran), C(=O)(Cl)Cl (phosgene). The solvent is C1(=CC=CC=C1)C (toluene). Conditions: temperature 50 celsius, time 8 hour. The product is O=C1OC(C(N1)CCCCC(=O)O)=O (2,5-Dioxo-4-oxazolidinepentanoic acid). Reaction SMILES: [CH2:1]([CH2:7][CH:8]([NH2:12])[C:9]([OH:11])=[O:10])[CH2:2][CH2:3][C:4]([OH:6])=[O:5].[O:13]1CCC[CH2:14]1.C(Cl)(Cl)=O>C1(C)C=CC=CC=1>[O:13]=[C:14]1[NH:12][CH:8]([CH2:7][CH2:1][CH2:2][CH2:3][C:4]([OH:6])=[O:5])[C:9](=[O:11])[O:10]1. Reported procedure: A suspension of 1.752 g of DL-2-aminopimelic acid, 55 ml of tetrahydrofuran and 16 ml of 1.93M phosgene in toluene is heated, in an oil bath, at 50° C. for 1 hour. Argon is bubbled through the reaction to remove the excess phosgene and the solvents are removed under house vacuum. The resulting oil is dissolved in 14 ml of ethyl alcohol, diluted with 14 ml of petroleum ether and the solution stored overnight at room temperature. The formed crystals are collected and dried to give 1.6 g of the des... Reactants: NC1=NC=CC=C1OCC1=C(C=CC=C1)C (2-amino-3-(2-methylbenzyloxy)pyridine), C1(=CC=CC=C1)N=C=S (phenyl isothiocyanate), C1(=CC=CC=C1)C (toluene). Solvent: CCOCC (ether). Product: CC1=C(COC=2C(=NC=CC2)NC(=S)NC2=CC=CC=C2)C=CC=C1 (N-[3-(2-Methylbenzyloxy)pyrid-2-yl]-N'-phenylthiourea). As a reaction SMILES: [NH2:1][C:2]1[C:7]([O:8][CH2:9][C:10]2[CH:15]=[CH:14][CH:13]=[CH:12][C:11]=2[CH3:16])=[CH:6][CH:5]=[CH:4][N:3]=1.[C:17]1([N:23]=[C:24]=[S:25])[CH:22]=[CH:21][CH:20]=[CH:19][CH:18]=1.C1(C)C=CC=CC=1>CCOCC>[CH3:16][C:11]1[CH:12]=[CH:13][CH:14]=[CH:15][C:10]=1[CH2:9][O:8][C:7]1[C:2]([NH:1][C:24]([NH:23][C:17]2[CH:22]=[CH:21][CH:20]=[CH:19][CH:18]=2)=[S:25])=[N:3][CH:4]=[CH:5][CH:6]=1. Procedure: A mixture of 2-amino-3-(2-methylbenzyloxy)pyridine (1.67 g, 0.0078 mol), phenyl isothiocyanate (1.26 g, 0.0093 mol) and toluene (10 ml) was refluxed for 3.5 hours, then cooled and treated with ether to induce crystallisation of the product. Yield 1.8 g (66%), m.p. 150°-151 ° C. The reactants are N1C=CC=2C1=CN=CC2CN ((1H-pyrrolo[2,3-c]pyridin-4-yl)methanamine), ClC1=NC=CC(=N1)NC1=NNC(=C1)C1CC1 (2-chloro-N-(5-cyclopropyl-1H-pyrazol-3-yl)pyrimidin-4-amine), CCN(C(C)C)C(C)C (DIPEA). Run in CC(C)O (IPA). Conditions: temperature 120 celsius, time 18 hour. Product: N1C=CC=2C1=CN=CC2CNC2=NC=CC(=N2)NC2=NNC(=C2)C2CC2 (N2-((1H-Pyrrolo[2,3-c]pyridin-4-yl)methyl)-N4-(5-cyclopropyl-1H-pyrazol-3-yl)pyrimidine-2,4-diamine). Isolated yield 11.1%. RXN SMILES: [NH:1]1[C:5]2=[CH:6][N:7]=[CH:8][C:9]([CH2:10][NH2:11])=[C:4]2[CH:3]=[CH:2]1.Cl[C:13]1[N:18]=[C:17]([NH:19][C:20]2[CH:24]=[C:23]([CH:25]3[CH2:27][CH2:26]3)[NH:22][N:21]=2)[CH:16]=[CH:15][N:14]=1.CCN(C(C)C)C(C)C>CC(O)C>[NH:1]1[C:5]2=[CH:6][N:7]=[CH:8][C:9]([CH2:10][NH:11][C:13]3[N:18]=[C:17]([NH:19][C:20]4[CH:24]=[C:23]([CH:25]5[CH2:27][CH2:26]5)[NH:22][N:21]=4)[CH:16]=[CH:15][N:14]=3)=[C:4]2[CH:3]=[CH:2]1. Procedure details: A mixture of (1H-pyrrolo[2,3-c]pyridin-4-yl)methanamine (236 mg, 1.61 mmol), 2-chloro-N-(5-cyclopropyl-1H-pyrazol-3-yl)pyrimidin-4-amine (344 mg, 1.46 mmol) and DIPEA (565 mg, 4.38 mmol) in IPA (2 mL) was stirred in a sealed tube at 120° C. for 18 h. The reaction mixture was cooled to RT and concentrated in vacuo. The crude residue was purification by preparative HPLC to afford 56 mg (11.1%) of the title compound as white solid: 1H NMR (500 MHz, CD3OD) δ 8.64 (s, 1H), 8.06 (s, 1H), 7.85 (s, 1H),... Reactants: C(C)OC(=O)C=1C(=NC2=CC=C(C=C2C1CC1=C(C=CC=C1)Cl)Cl)OC(C(F)(F)F)C (6-chloro-4-(2-chloro-benzyl)-2-(2,2,2-trifluoro-1-methyl-ethoxy)-quinoline-3-carboxylic acid ethyl ester), [OH-].[Na+] (NaOH), brown solid. The product is ClC=1C=C2C(=C(C(=NC2=CC1)OC(C(F)(F)F)C)C(=O)O)CC1=C(C=CC=C1)Cl (6-Chloro-4-(2-chloro-benzyl)-2-(2,2,2-trifluoro-1-methyl-ethoxy)-quinoline-3-carboxylic acid). RXN SMILES: C([O:3][C:4]([C:6]1[C:7]([O:25][CH:26]([CH3:31])[C:27]([F:30])([F:29])[F:28])=[N:8][C:9]2[C:14]([C:15]=1[CH2:16][C:17]1[CH:22]=[CH:21][CH:20]=[CH:19][C:18]=1[Cl:23])=[CH:13][C:12]([Cl:24])=[CH:11][CH:10]=2)=[O:5])C.[OH-].[Na+]>>[Cl:24][C:12]1[CH:13]=[C:14]2[C:9](=[CH:10][CH:11]=1)[N:8]=[C:7]([O:25][CH:26]([CH3:31])[C:27]([F:28])([F:30])[F:29])[C:6]([C:4]([OH:5])=[O:3])=[C:15]2[CH2:16][C:17]1[CH:22]=[CH:21][CH:20]=[CH:19][C:18]=1[Cl:23] |f:1.2|. Reported procedure: The title compound was prepared in analogy to example 12 step B from 6-chloro-4-(2-chloro-benzyl)-2-(2,2,2-trifluoro-1-methyl-ethoxy)-quinoline-3-carboxylic acid ethyl ester (35 mg, 0.074 mmol) and 1N NaOH. Pale brown solid (21 mg, 64%). LC-MS (ESI): 442 (M+H)+. Reactants: COC1=CC=C2CCC(C(C2=C1)(C)C)=O (7-Methoxy-1,1-dimethyl-3,4-dihydro-1H-naphthalen-2-one), Cl.NO (hydroxylamine hydrochloride). Run in N1=CC=CC=C1 (pyridine). Conditions: temperature 80 celsius, time 15 hour. The product is COC1=CC=C2CCC(C(C2=C1)(C)C)=NO (7-Methoxy-1,1-dimethyl-3,4-dihydro-1H-naphthalen-2-one oxime). Yield: 82.0%. Reaction SMILES: [CH3:1][O:2][C:3]1[CH:12]=[C:11]2[C:6]([CH2:7][CH2:8][C:9](=O)[C:10]2([CH3:14])[CH3:13])=[CH:5][CH:4]=1.Cl.[NH2:17][OH:18]>N1C=CC=CC=1>[CH3:1][O:2][C:3]1[CH:12]=[C:11]2[C:6]([CH2:7][CH2:8][C:9](=[N:17][OH:18])[C:10]2([CH3:14])[CH3:13])=[CH:5][CH:4]=1 |f:1.2|. Reported procedure: 7-Methoxy-1,1-dimethyl-3,4-dihydro-1H-naphthalen-2-one (used as a crude from example 1, step1, 128.8 g, 0.63 mol) and hydroxylamine hydrochloride (350 g, 5.04 mol) in pyridine (360 ml) were heated up to 80° C. The reaction mixture was stirred for 15 h at 80-90° C. Pyridine was removed under reduced pressure. The residue was partitioned between ethylacetate (2.5 l) and water (1 l). Water layer was separated and washed with ethyl acetate (1 l). Ethyl acetate solution was washed with 10% aq. KHSO4 ... Starting materials: C(C)OC(=O)C=1SC(=C(C1C1=CC=C(C=C1)C1=C(C=CC=C1)SC)C#N)N (5-amino-4-cyano-3-(2′methylsulfanyl-biphenyl-4-yl)-thiophene-2-carboxylic acid ethyl ester), C(C)OC(=O)C=1SC(=C(C1C1=CC=C(C=C1)I)C#N)N (5-amino-4-cyano-3(4-iodo-phenyl)-thiophene-2-carboxylic acid ethyl ester), C(#N)C1=C(C=CC=C1)B(O)O (2-(cyano)phenylboronic acid). Product: C(C)OC(=O)C=1SC(=C(C1C1=CC=C(C=C1)C1=C(C=CC=C1)C#N)C#N)N (5-Amino-4-cyano-3-(2′-cyano-biphenyl-4-yl)-thiophene-2-carboxylic acid ethyl ester). RXN SMILES: [CH2:1]([O:3][C:4]([C:6]1[S:7][C:8]([NH2:27])=[C:9]([C:25]#[N:26])[C:10]=1[C:11]1[CH:16]=[CH:15][C:14]([C:17]2[CH:22]=[CH:21][CH:20]=[CH:19][C:18]=2SC)=[CH:13][CH:12]=1)=[O:5])[CH3:2].C(OC(C1SC(N)=C([C:45]#[N:46])C=1C1C=CC(I)=CC=1)=O)C.C(C1C=CC=CC=1B(O)O)#N>>[CH2:1]([O:3][C:4]([C:6]1[S:7][C:8]([NH2:27])=[C:9]([C:25]#[N:26])[C:10]=1[C:11]1[CH:12]=[CH:13][C:14]([C:17]2[CH:22]=[CH:21][CH:20]=[CH:19][C:18]=2[C:45]#[N:46])=[CH:15][CH:16]=1)=[O:5])[CH3:2]. Reported procedure: Using a method substantially in accordance with the method of 5-amino-4-cyano-3-(2′methylsulfanyl-biphenyl-4-yl)-thiophene-2-carboxylic acid ethyl ester starting with the compound 5-amino-4-cyano-3(4-iodo-phenyl)-thiophene-2-carboxylic acid ethyl ester and 2-(cyano)phenylboronic acid gives the title compound: 1H NMR (400 MHz, CDCl3) δ 7.81-7.44 (m, 8H), 5.29 (s, 2H), 4.16 (q, 2H, J=7.2 Hz), 1.17 (t, 3H, J=7.3 Hz), MS found (M−1) 372.0 and (M+1)+NH3 391.0.